This data is from the Open Reaction Database (ORD), a public repository of structured organic reaction records. The task is: describe an organic reaction: reactants, conditions, products, and yield Reactants: Intermediate 220, FC(C(=O)O)(F)F.C[C@@H](CCC)OC=1NC(=C2N=C(N=C2N1)OC)N (2-{[(1S)-1-methylbutyl]oxy}-8-(methyloxy)-1H-purin-6-amine trifluoroacetate), BrCCCC1COCC1 (3-(3-bromopropyl)tetrahydrofuran). Yields the product C[C@@H](CCC)OC1=NC(=C2N=C(N(C2=N1)CCCC1COCC1)OC)N (2-{[(1S)-1-Methylbutyl]oxy}-8-(methyloxy)-9-[3-(tetrahydro-3-furanyl)propyl]-9H-purin-6-amine). RXN SMILES: FC(F)(F)C(O)=O.[CH3:8][C@H:9]([O:13][C:14]1[NH:15][C:16]([NH2:25])=[C:17]2[C:21]([N:22]=1)=[N:20][C:19]([O:23][CH3:24])=[N:18]2)[CH2:10][CH2:11][CH3:12].Br[CH2:27][CH2:28][CH2:29][CH:30]1[CH2:34][CH2:33][O:32][CH2:31]1>>[CH3:8][C@H:9]([O:13][C:14]1[N:22]=[C:21]2[C:17]([N:18]=[C:19]([O:23][CH3:24])[N:20]2[CH2:27][CH2:28][CH2:29][CH:30]2[CH2:34][CH2:33][O:32][CH2:31]2)=[C:16]([NH2:25])[N:15]=1)[CH2:10][CH2:11][CH3:12] |f:0.1|. Procedure details: Prepared similarly to Intermediate 220 from 2-{[(1S)-1-methylbutyl]oxy}-8-(methyloxy)-1H-purin-6-amine trifluoroacetate and 3-(3-bromopropyl)tetrahydrofuran. The reactants are CC(C)(C)OC(=O)CC#N, CS(C)=O, CSc1nccc(Cl)n1, [H-], [H][H], [Na+]. Product: CSc1nccc(C(C#N)C(=O)OC(C)(C)C)n1. Reaction SMILES: [C:3](#[N:4])[CH2:5][C:6](=[O:7])[O:8][C:9]([CH3:10])([CH3:11])[CH3:12].[CH3:24][S:25]([CH3:26])=[O:27].[Cl:15][c:16]1[n:17][c:18]([S:22][CH3:23])[n:19][cH:20][cH:21]1.[H-:1].[H:13][H:14].[Na+:2]>>[C:3](#[N:4])[CH:5]([C:6](=[O:7])[O:8][C:9]([CH3:10])([CH3:11])[CH3:12])[c:16]1[n:17][c:18]([S:22][CH3:23])[n:19][cH:20][cH:21]1. Reactants: CC(C)(C)C(=O)Cl, ClCCl, CN(C)c1ccncc1, COc1cccc(CON=C(C)c2cc(C)cc(C)n2)c1O, c1ccncc1. Yields the product COc1cccc(CON=C(C)c2cc(C)cc(C)n2)c1OC(=O)C(C)(C)C. Reaction SMILES: [C:29]([C:30]([CH3:31])([CH3:32])[CH3:33])(=[O:34])[Cl:35].[CH2:36]([Cl:37])[Cl:38].[CH3:39][N:40]([c:41]1[cH:42][cH:43][n:44][cH:45][cH:46]1)[CH3:47].[OH:1][c:2]1[c:3]([CH2:10][O:11][N:12]=[C:13]([CH3:14])[c:15]2[n:16][c:17]([CH3:22])[cH:18][c:19]([CH3:21])[cH:20]2)[cH:4][cH:5][cH:6][c:7]1[O:8][CH3:9].[cH:23]1[cH:24][cH:25][n:26][cH:27][cH:28]1>>[O:1]([c:2]1[c:3]([CH2:10][O:11][N:12]=[C:13]([CH3:14])[c:15]2[n:16][c:17]([CH3:22])[cH:18][c:19]([CH3:21])[cH:20]2)[cH:4][cH:5][cH:6][c:7]1[O:8][CH3:9])[C:29]([C:30]([CH3:31])([CH3:32])[CH3:33])=[O:34]. Starting materials: ester, C1(CCCCC1)N(C(=O)NC=1SC=C(N1)CBr)C1CCCCC1 (1,1-dicyclohexyl-3-(4-bromomethyl-thiazol-2-yl)urea), C(C)OC(=O)C=1N=C(NC1)S (2-mercapto-1H-imidazole-4-carboxylic acid ethyl ester). Yields the product C(C)OC(=O)C=1N=C(NC1)SCC=1N=C(SC1)NC(=O)N(C1CCCCC1)C1CCCCC1 (2-[2-(3,3-Dicyclohexylureido)-thiazol-4-ylmethylsulfanyl)-1H-imidazole-4-carboxylic acid ethyl ester), C1(CCCCC1)N(C(NC=1SC=C(N1)CSC=1NC=C(N1)C(=O)O)=O)C1CCCCC1 (2-[2-(3,3-dicyclohexylureido)-thiazol-4-ylmethylsulfanyl)-1H-imidazole-4-carboxylic acid). Yield: 20.0%. RXN SMILES: [CH:1]1([N:7]([CH:18]2[CH2:23][CH2:22][CH2:21][CH2:20][CH2:19]2)[C:8]([NH:10][C:11]2[S:12][CH:13]=[C:14]([CH2:16]Br)[N:15]=2)=[O:9])[CH2:6][CH2:5][CH2:4][CH2:3][CH2:2]1.[CH2:24]([O:26][C:27]([C:29]1[N:30]=[C:31]([SH:34])[NH:32][CH:33]=1)=[O:28])[CH3:25]>>[CH2:24]([O:26][C:27]([C:29]1[N:30]=[C:31]([S:34][CH2:16][C:14]2[N:15]=[C:11]([NH:10][C:8]([N:7]([CH:18]3[CH2:23][CH2:22][CH2:21][CH2:20][CH2:19]3)[CH:1]3[CH2:6][CH2:5][CH2:4][CH2:3][CH2:2]3)=[O:9])[S:12][CH:13]=2)[NH:32][CH:33]=1)=[O:28])[CH3:25].[CH:1]1([N:7]([CH:18]2[CH2:23][CH2:22][CH2:21][CH2:20][CH2:19]2)[C:8](=[O:9])[NH:10][C:11]2[S:12][CH:13]=[C:14]([CH2:16][S:34][C:31]3[NH:32][CH:33]=[C:29]([C:27]([OH:28])=[O:26])[N:30]=3)[N:15]=2)[CH2:6][CH2:5][CH2:4][CH2:3][CH2:2]1. Procedure details: 2-[2-(3,3-Dicyclohexylureido)-thiazol-4-ylmethylsulfanyl)-1H-imidazole-4-carboxylic acid ethyl ester was prepared in 20% yield as described in general procedure L from 1,1-dicyclohexyl-3-(4-bromomethyl-thiazol-2-yl)urea and 2-mercapto-1H-imidazole-4-carboxylic acid ethyl ester. The ester (30 mg, 0.06 mmol) was hydrolysed using general procedure F to give 2-[2-(3,3-dicyclohexylureido)-thiazol-4-ylmethylsulfanyl)-1H-imidazole-4-carboxylic acid in 80% yield (22 mg). Starting materials: Cl (HCl), ClC=1C=C(CN2C3=C(C=C2C(=O)OC)OC(=C3)C=O)C=CC1Cl (Methyl 4-(3,4-dichlorobenzyl)-2-formylfuro[3,2-b]pyrrole-5-carboxylate), [BH4-].[Na+] (Sodium borohydride), C1CCOC1 (THF). Run in CO (methanol). Run at time 2 hour. Yields the product ClC=1C=C(CN2C3=C(C=C2C(=O)OC)OC(=C3)CO)C=CC1Cl (Methyl 4-(3,4-dichlorobenzyl)-2-hydroxymethylfuro[3,2-b]pyrrole-5-carboxylate). Isolated yield 114.3%. RXN SMILES: [Cl:1][C:2]1[CH:3]=[C:4]([CH:20]=[CH:21][C:22]=1[Cl:23])[CH2:5][N:6]1[C:10]([C:11]([O:13][CH3:14])=[O:12])=[CH:9][C:8]2[O:15][C:16]([CH:18]=[O:19])=[CH:17][C:7]1=2.C1COCC1.[BH4-].[Na+].Cl>CO>[Cl:1][C:2]1[CH:3]=[C:4]([CH:20]=[CH:21][C:22]=1[Cl:23])[CH2:5][N:6]1[C:10]([C:11]([O:13][CH3:14])=[O:12])=[CH:9][C:8]2[O:15][C:16]([CH2:18][OH:19])=[CH:17][C:7]1=2 |f:2.3|. Reported procedure: Methyl 4-(3,4-dichlorobenzyl)-2-formylfuro[3,2-b]pyrrole-5-carboxylate (0.2 g) was dissolved in methanol (10 mL) and THF (10 mL) and cooled to 0° C. Sodium borohydride (26 mg) was added and the reaction stirred for 2 hours. The mixture was acidified with 2M HCl, partially evaporated, and extracted with ethyl acetate. Combined organic extracts were dried (MgSO4) and concentrated in vacuo to give a white solid (0.23 g), NMR d(CDCl3) 3.8 (3H, s), 4.65 (2H, d), 5.6 (2H, s), 6.2 (1H, s), 6.85 (1H, s)...